Dataset: the Open Reaction Database (ORD), a public repository of structured organic reaction records. Task: describe an organic reaction: reactants, conditions, products, and yield The reactants are N1(CCCCCC1)CCN1CCC(CC1)NC(=O)C=1NC2=CC=CC(=C2C1)OCC(C)C (4-Isobutoxy-1H-indole-2-carboxylic acid [1-(2-azepan-1-yl-ethyl)-piperidin-4-yl]-amide), Cl.Cl.Cl.NC1CCN(CC1)CCN1C2CC(CC1CC2)O (8-[2-(4-Amino-piperidin-1-yl)-ethyl]-8-aza-bicyclo[3.2.1]octan-3-ol trihydrochloride). Yields the product OC1CC2CCC(C1)N2CCN2CCC(CC2)NC(=O)C=2NC1=CC=CC(=C1C2)OCC(C)C (4-Isobutoxy-1H-indole-2-carboxylic acid {1-[2-(3-hydroxy-8-aza-bicyclo[3.2.1]oct-8-yl)-ethyl]-piperidin-4-yl}-amide). Reaction SMILES: N1(CCN2CCC(N[C:17]([C:19]3[NH:20][C:21]4[C:26]([CH:27]=3)=[C:25]([O:28][CH2:29][CH:30]([CH3:32])[CH3:31])[CH:24]=[CH:23][CH:22]=4)=[O:18])CC2)CCCCCC1.Cl.Cl.Cl.[NH2:36][CH:37]1[CH2:42][CH2:41][N:40]([CH2:43][CH2:44][N:45]2[CH:50]3[CH2:51][CH2:52][CH:46]2[CH2:47][CH:48]([OH:53])[CH2:49]3)[CH2:39][CH2:38]1>>[OH:53][CH:48]1[CH2:49][CH:50]2[N:45]([CH2:44][CH2:43][N:40]3[CH2:41][CH2:42][CH:37]([NH:36][C:17]([C:19]4[NH:20][C:21]5[C:26]([CH:27]=4)=[C:25]([O:28][CH2:29][CH:30]([CH3:32])[CH3:31])[CH:24]=[CH:23][CH:22]=5)=[O:18])[CH2:38][CH2:39]3)[CH:46]([CH2:52][CH2:51]2)[CH2:47]1 |f:1.2.3.4|. Reported procedure: This compound is synthesized analogously to Example 1 from 4-Isobutoxy-1H-indole-2-carboxylic acid 80 (preparation see Example 8) and amine 24. Starting materials: C(C1=CC=CC=C1)(=O)O[C@H]1[C@@H](O[C@@H]([C@H]1OC(C1=CC=CC=C1)=O)COC(C1=CC=CC=C1)=O)N1C=NC=2C(NN3CCCCC3)=NC(=NC12)Cl (2',3',5'-tri-O-benzoyl-2-chloro-N-(1-piperidinyl)adenosine). The solvent is N (ammonia). Run at time 18 hour. Product: ClC=1N=C(C=2N=CN([C@H]3[C@H](O)[C@H](O)[C@@H](CO)O3)C2N1)NN1CCCCC1 (2-Chloro-N-(1-piperidinyl)adenosine). Yield: 56.7%. As a reaction SMILES: C([O:9][C@@H:10]1[C@H:14]([O:15]C(=O)C2C=CC=CC=2)[C@@H:13]([CH2:24][O:25]C(=O)C2C=CC=CC=2)[O:12][C@H:11]1[N:34]1[C:49]2[N:48]=[C:47]([Cl:50])[N:46]=[C:38]([NH:39][N:40]3[CH2:45][CH2:44][CH2:43][CH2:42][CH2:41]3)[C:37]=2[N:36]=[CH:35]1)(=O)C1C=CC=CC=1>N>[Cl:50][C:47]1[N:46]=[C:38]([NH:39][N:40]2[CH2:41][CH2:42][CH2:43][CH2:44][CH2:45]2)[C:37]2[N:36]=[CH:35][N:34]([C:49]=2[N:48]=1)[C@@H:11]1[O:12][C@H:13]([CH2:24][OH:25])[C@@H:14]([OH:15])[C@H:10]1[OH:9]. Reported procedure: The above 2',3',5'-tri-O-benzoyl-2-chloro-N-(1-piperidinyl)adenosine (19.2 g, 27.5 mmol) was dissolved in methanolic ammonia (150 ml) (previously saturated at -10° C.) and stirred at room temperature for 18 hours. The precipitated benzamide was removed by filtration, and the filtrate was evaporated to a fawn oil, which was triturated with diethyl ether to provide the title compound (6.0 g, 57%) as a white foam, 1H NMR (400 MHz, Me2SO-d6) δ3.55 (1H, m, H-5'a), 3.66 (1H, m, H-5'b), 3.94 (1H, q, H-... The reactants are C(CO)(=O)OC (methyl glycolate), C(C)(C)N(C(C)C)CC (N,N-diisopropylethyl-amine), C(C)(C)(C)OC(=O)NC(C)(C=1N=CN(C1)C(C1=CC=CC=C1)(C1=CC=CC=C1)C1=CC=CC=C1)C1=CC(=C(C=C1)C#N)F (N-(tert-butoxycarbonyl)-1-(4-cyano-3-fluoro-phenyl)-1-[1-(triphenylmethyl)imidazol-4-yl]ethylamine), FC(S(=O)(=O)OS(=O)(=O)C(F)(F)F)(F)F (trifluoromethanesulfonic anhydride). Run in C(Cl)Cl (CH2Cl2). Product: C(C)(C)(C)OC(=O)NC(C)(C1=CC(=C(C=C1)C#N)F)C1=CN=CN1CC(=O)OC (Methyl {5-[1-(tert-butoxycarbonylamino)-1-(4-cyano-3-fluorophenyl)ethyl]imidazol-1-yl}acetate). As a reaction SMILES: [C:1]([O:5][C:6]([NH:8][C:9]([C:35]1[CH:40]=[CH:39][C:38]([C:41]#[N:42])=[C:37]([F:43])[CH:36]=1)([C:11]1[N:12]=[CH:13][N:14](C(C2C=CC=CC=2)(C2C=CC=CC=2)C2C=CC=CC=2)[CH:15]=1)[CH3:10])=[O:7])([CH3:4])([CH3:3])[CH3:2].[C:44]([O:48][CH3:49])(=[O:47])[CH2:45]O.C(N(CC)C(C)C)(C)C.FC(F)(F)S(OS(C(F)(F)F)(=O)=O)(=O)=O>C(Cl)Cl>[C:1]([O:5][C:6]([NH:8][C:9]([C:11]1[N:12]([CH2:45][C:44]([O:48][CH3:49])=[O:47])[CH:13]=[N:14][CH:15]=1)([C:35]1[CH:40]=[CH:39][C:38]([C:41]#[N:42])=[C:37]([F:43])[CH:36]=1)[CH3:10])=[O:7])([CH3:3])([CH3:4])[CH3:2]. Procedure details: To a stirred solution of N-(tert-butoxycarbonyl)-1-(4-cyano-3-fluoro-phenyl)-1-[1-(triphenylmethyl)imidazol-4-yl]ethylamine, as described above in Step B, (2.6 g, 4.5 mmol), methyl glycolate (532 mg, 5.9 mmol), and N,N-diisopropylethyl-amine (1.6 g, 11.7 mmol) in dry CH2Cl2 (100 mL), under argon, at −78° C., was added trifluoromethanesulfonic anhydride (1.7 g, 5.9 mmol) dropwise. The mixture was allowed to warm slowly to ambient temperature, then the solvent was removed in vacuo. The residue was...